From a dataset of the Open Reaction Database (ORD), a public repository of structured organic reaction records. describe an organic reaction: reactants, conditions, products, and yield Reactants: P(=O)(Br)(Br)Br (POBr3), NC1=NNC2=C1C(=NC=C2)O (3-amino-1H-pyrazolo[4,3-c]pyrid-4-ol), C([O-])(O)=O.[Na+] (sodium bicarbonate). Reaction conditions: temperature 70 celsius. Yields the product BrC1=NC=CC2=C1C(=NN2)N (4-bromo-1H-pyrazolo[4,3-c]pyrid-3-ylamine). The yield is 58.1%. As a reaction SMILES: P(Br)(Br)([Br:3])=O.[NH2:6][C:7]1[C:11]2[C:12](O)=[N:13][CH:14]=[CH:15][C:10]=2[NH:9][N:8]=1.C(=O)(O)[O-].[Na+]>>[Br:3][C:12]1[C:11]2[C:7]([NH2:6])=[N:8][NH:9][C:10]=2[CH:15]=[CH:14][N:13]=1 |f:2.3|. Reported procedure: To 3.5 g of POBr3 melted at 45° C. is added 0.4 g of 3-amino-1H-pyrazolo[4,3-c]pyrid-4-ol, and the suspension is then maintained at 70° C. for 4 hours. The resulting mixture is allowed to cool and is hydrolysed, cautiously, with sodium bicarbonate solution. The mixture is extracted with ethyl acetate. The organic phase is isolated and dried over magnesium sulfate, filtered and then concentrated under reduced pressure. 0.33 g of 4-bromo-1H-pyrazolo[4,3-c]pyrid-3-ylamine is obtained in the form of...